describe an organic reaction: reactants, conditions, products, and yield From a dataset of the Open Reaction Database (ORD), a public repository of structured organic reaction records. Reactants: FC1=C(C(=O)O)C=CC=C1NS(=O)(=O)CCC (2-fluoro-3-(propane-1-sulfonylamino)-benzoic acid), CN(C=O)C (N,N-dimethylformamide), C(C(=O)Cl)(=O)Cl (oxalyl chloride), ice water, ice water, CO (methanol). Solvent: ClCCl (dichloromethane). Run at time 3 hour. The product is COC(C1=C(C(=CC=C1)NS(=O)(=O)CCC)F)=O (2-fluoro-3-(propane-1-sulfonylamino)-benzoic acid methyl ester). Reaction SMILES: [F:1][C:2]1[C:10]([NH:11][S:12]([CH2:15][CH2:16][CH3:17])(=[O:14])=[O:13])=[CH:9][CH:8]=[CH:7][C:3]=1[C:4]([OH:6])=[O:5].[CH3:18]N(C)C=O.C(Cl)(=O)C(Cl)=O.CO>ClCCl>[CH3:18][O:5][C:4](=[O:6])[C:3]1[CH:7]=[CH:8][CH:9]=[C:10]([NH:11][S:12]([CH2:15][CH2:16][CH3:17])(=[O:14])=[O:13])[C:2]=1[F:1]. Procedure details: To a 2-fluoro-3-(propane-1-sulfonylamino)-benzoic acid (19, 5.05 g, 19.3 mmol) in 100 mL of dichloromethane, N,N-dimethylformamide (0.075 mL, 0.97 mmol) was added under an atmosphere of nitrogen. The reaction was cooled with ice/water, followed by slow addition of oxalyl chloride (2.00 M in dichloromethane, 10.8 mL, 21.6 mmol). The reaction mixture was stirred at room temperature for 3.0 hours. The reaction was cooled with ice/water, followed by addition of methanol (36.0 mL, 0.89 mol) slowly. T... Starting materials: 2-substituted ethyl alcohols, C(CCC(=O)Cl)(=O)Cl (succinyl chloride), C(CCCCC(=O)Cl)(=O)Cl (adipoyl chloride), OCCC1(OC2=C(CC1)C(=C(C(=C2C)C)O)C)C (3,4-dihydro-2-(2-hydroxyethyl)-2,5,7,8-tetramethyl-2H-benzopyran-6-ol). Product: O1CCCC2=C1C=CC=C2 (3,4-dihydro-2H-benzopyran). RXN SMILES: C(Cl)(=O)CCCCC(Cl)=O.OCC[C:14]1(C)[CH2:19][CH2:18][C:17]2[C:20](C)=[C:21](O)[C:22](C)=[C:23](C)[C:16]=2[O:15]1.C(Cl)(=O)CCC(Cl)=O>>[O:15]1[C:16]2[CH:23]=[CH:22][CH:21]=[CH:20][C:17]=2[CH2:18][CH2:19][CH2:14]1. Procedure: The same reaction and isolation procedures as Synthesis Example 1 were followed except that 10 millimoles each of the 2-substituted ethyl alcohols of Table 2 and 5 millimoles of adipoyl chloride were used in lieu of 2.5 g of 3,4-dihydro-2-(2-hydroxyethyl)-2,5,7,8-tetramethyl-2H-benzopyran-6-ol and 5 millimoles of succinyl chloride to give the corresponding 3,4-dihydro-2H-benzopyran derivative. The results are given in Table 2. Starting materials: [Cl-], O=[N+]([O-])c1cc(Cl)c(Oc2ccc(S(=O)(=O)c3ccc(Cl)cc3)cc2)c(Cl)c1, Cl, [Na+], C1COCCO1, [OH-]. The product is Nc1cc(Cl)c(Oc2ccc(S(=O)(=O)c3ccc(Cl)cc3)cc2)c(Cl)c1. As a reaction SMILES: [Cl-:1].[Cl:3][c:4]1[cH:5][cH:6][c:7]([S:10](=[O:11])(=[O:12])[c:13]2[cH:14][cH:15][c:16]([O:17][c:18]3[c:19]([Cl:28])[cH:20][c:21]([N+:25]([O-:26])=[O:27])[cH:22][c:23]3[Cl:24])[cH:29][cH:30]2)[cH:8][cH:9]1.[ClH:2].[Na+:32].[O:33]1[CH2:34][CH2:35][O:36][CH2:37][CH2:38]1.[OH-:31]>>[Cl:3][c:4]1[cH:5][cH:6][c:7]([S:10](=[O:11])(=[O:12])[c:13]2[cH:14][cH:15][c:16]([O:17][c:18]3[c:19]([Cl:28])[cH:20][c:21]([NH2:25])[cH:22][c:23]3[Cl:24])[cH:29][cH:30]2)[cH:8][cH:9]1.